The task is: describe an organic reaction: reactants, conditions, products, and yield. This data is from the Open Reaction Database (ORD), a public repository of structured organic reaction records. The reactants are c4ccc(B3OB(c1ccccc1)OB(c2ccccc2)O3)cc4 (effective_coupling_partner), CC(=O)Oc2ccc1cc(C(=O)OC)ccc1c2 (substrate). Reagents/catalysts: PCy3. Conditions: temperature 110 celsius, time 12 hour. Product: COC(=O)c3ccc2cc(c1ccccc1)ccc2c3.